This data is from the Open Reaction Database (ORD), a public repository of structured organic reaction records. The task is: describe an organic reaction: reactants, conditions, products, and yield The reactants are C(C)N(CC(=O)O)CC.OCCN1C(C(CCC1=O)N1C(C2=CC=CC=C2C1=O)=O)=O (2-(1-(2-hydroxyethyl)-2,6-dioxopiperidin-3-yl)isoindolin-1,3-dione 2-(diethylamino)acetate), Cl.CO (HCl methanol). Run in C(Cl)Cl (DCM). Product: Cl.C(C)N(CC(=O)O)CC.OCCN1C(C(CCC1=O)N1C(C2=CC=CC=C2C1=O)=O)=O (2-(1-(2-hydroxyethyl)-2,6-dioxopiperidin-3-yl)isoindolin-1,3-dione 2-(diethylamino)acetate hydrochloride). RXN SMILES: [CH2:1]([N:3]([CH2:8][CH3:9])[CH2:4][C:5]([OH:7])=[O:6])[CH3:2].[OH:10][CH2:11][CH2:12][N:13]1[C:18](=[O:19])[CH2:17][CH2:16][CH:15]([N:20]2[C:28](=[O:29])[C:27]3[C:22](=[CH:23][CH:24]=[CH:25][CH:26]=3)[C:21]2=[O:30])[C:14]1=[O:31].[ClH:32].CO>C(Cl)Cl>[ClH:32].[CH2:1]([N:3]([CH2:8][CH3:9])[CH2:4][C:5]([OH:7])=[O:6])[CH3:2].[OH:10][CH2:11][CH2:12][N:13]1[C:18](=[O:19])[CH2:17][CH2:16][CH:15]([N:20]2[C:21](=[O:30])[C:22]3[C:27](=[CH:26][CH:25]=[CH:24][CH:23]=3)[C:28]2=[O:29])[C:14]1=[O:31] |f:0.1,2.3,5.6.7|. Reported procedure: The compound obtained from example 9 (76 mg) was dissolved in DCM (10 mL), and 15% HCl/methanol solution (10 mL) was added dropwise. The solvent was removed by rotary evaporation in vacuo to afford white solid (80 mg). Solubility of this compound in water was higher than 100 mg/mL. The reactants are Cl (hydrochloric acid), C(C)(=O)C1=CC=2CC3=CC(=CC=C3C2C=C1)O (2-Acetyl-7-hydroxyfluorene), C(C=C)OCCCCCl (allyl(4-chlorobutyl) ether), C([O-])([O-])=O.[K+].[K+] (potassium carbonate). The solvent is CN(C=O)C (dimethylformamide). Run at temperature 90 celsius, time 8 hour. Yields the product C(C)(=O)C1=CC=2CC3=CC(=CC=C3C2C=C1)OCCCCOCC=C (2-acetyl-7-(allyloxybutyloxy)fluorene). The yield is 65.5%. Reaction SMILES: [C:1]([C:4]1[CH:16]=[CH:15][C:14]2[C:13]3[C:8](=[CH:9][C:10]([OH:17])=[CH:11][CH:12]=3)[CH2:7][C:6]=2[CH:5]=1)(=[O:3])[CH3:2].[CH2:18]([O:21][CH2:22][CH2:23][CH2:24][CH2:25]Cl)[CH:19]=[CH2:20].C(=O)([O-])[O-].[K+].[K+].Cl>CN(C)C=O>[C:1]([C:4]1[CH:16]=[CH:15][C:14]2[C:13]3[C:8](=[CH:9][C:10]([O:17][CH2:25][CH2:24][CH2:23][CH2:22][O:21][CH2:18][CH:19]=[CH2:20])=[CH:11][CH:12]=3)[CH2:7][C:6]=2[CH:5]=1)(=[O:3])[CH3:2] |f:2.3.4|. Procedure: 2-Acetyl-7-hydroxyfluorene 22.4 g, allyl(4-chlorobutyl) ether 18 g and potassium carbonate 20 g were added to dimethylformamide 150 ml and stirred at 90° C. for 8 hours. The reaction mixture was poured into 6N hydrochloric acid 300 ml to obtain a solid matter. The solid matter was filtered and dried, and then it was recrystallized from ethanol to obtain 22 g of 2-acetyl-7-(allyloxybutyloxy)fluorene. The melting point was 77° C. Reactants: C1(=C(C=CC=C1)P(C1=C(C=CC=C1)C)C1=C(C=CC=C1)C)C (tri-o-tolylphosphine), CC1(C=2C=CC=CC2N2C3=C(C=CC=C13)C=1C=C(C=CC12)B(O)O)C (8,8-dimethyl-8H-indolo[3,2,1-de]acridine-3-boronic acid), BrC=1C=CC=2N(C3=CC=CC=C3C2C1)C1=CC=CC=C1 (3-bromo-9-phenyl-9H-carbazole), C([O-])([O-])=O.[Na+].[Na+] (sodium carbonate). Reagents/catalysts: C(C)(=O)[O-].[Pd+2].C(C)(=O)[O-] (palladium(II) acetate). Run in C1(=CC=CC=C1)C (toluene), O (water), O1CCOCC1 (dioxane). The product is CC1(C=2C=CC=CC2N2C3=C(C=CC=C13)C=1C=C(C=CC12)C=1C=CC=2N(C3=CC=CC=C3C2C1)C1=CC=CC=C1)C (8,8-Dimethyl-3-(9-phenyl-9H-carbazol-3-yl)-8H-indolo-[3,2,1-de]acridine). Reaction SMILES: [CH3:1][C:2]1([CH3:25])[C:15]2[C:10]3=[C:11]([C:16]4[CH:17]=[C:18](B(O)O)[CH:19]=[CH:20][C:21]=4[N:9]3[C:8]3[CH:7]=[CH:6][CH:5]=[CH:4][C:3]1=3)[CH:12]=[CH:13][CH:14]=2.Br[C:27]1[CH:28]=[CH:29][C:30]2[N:31]([C:40]3[CH:45]=[CH:44][CH:43]=[CH:42][CH:41]=3)[C:32]3[C:37]([C:38]=2[CH:39]=1)=[CH:36][CH:35]=[CH:34][CH:33]=3.C(=O)([O-])[O-].[Na+].[Na+].C1(C)C=CC=CC=1P(C1C=CC=CC=1C)C1C=CC=CC=1C>C1(C)C=CC=CC=1.C([O-])(=O)C.[Pd+2].C([O-])(=O)C.O.O1CCOCC1>[CH3:1][C:2]1([CH3:25])[C:15]2[C:10]3=[C:11]([C:16]4[CH:17]=[C:18]([C:35]5[CH:34]=[CH:33][C:32]6[N:31]([C:40]7[CH:45]=[CH:44][CH:43]=[CH:42][CH:41]=7)[C:30]7[C:38]([C:37]=6[CH:36]=5)=[CH:39][CH:27]=[CH:28][CH:29]=7)[CH:19]=[CH:20][C:21]=4[N:9]3[C:8]3[CH:7]=[CH:6][CH:5]=[CH:4][C:3]1=3)[CH:12]=[CH:13][CH:14]=2 |f:2.3.4,7.8.9|. Procedure details: 36 g (110 mmol) of 8,8-dimethyl-8H-indolo[3,2,1-de]acridine-3-boronic acid, 35 g (110 mmol) of 3-bromo-9-phenyl-9H-carbazole and 9.7 g (92 mmol) of sodium carbonate are suspended in 350 ml of toluene, of dioxane and 500 ml of water. 913 mg (3.0 mmol) of tri-o-tolylphosphine and 112 mg (0.5 mmol) of palladium(II) acetate are added to this suspension, and the reaction mixture is heated under reflux for 16 h. After cooling, the organic phase is separated off, filtered through silica gel, washed thr... Starting materials: [Br-], CC[Mg+], Cc1ccccc1, CON(C)C(=O)C(CC1CCCCC1)NC(=O)OC(C)(C)C. The product is CCC(=O)C(CC1CCCCC1)NC(=O)OC(C)(C)C. As a reaction SMILES: [Br-:23].[CH2:24]([CH3:25])[Mg+:26].[CH3:27][c:28]1[cH:29][cH:30][cH:31][cH:32][cH:33]1.[CH:1]1([CH2:7][CH:8]([C:9](=[O:10])[N:11]([O:12][CH3:13])[CH3:14])[NH:15][C:16]([O:17][C:18]([CH3:19])([CH3:20])[CH3:21])=[O:22])[CH2:2][CH2:3][CH2:4][CH2:5][CH2:6]1>>[CH:1]1([CH2:7][CH:8]([C:9](=[O:10])[CH2:24][CH3:25])[NH:15][C:16]([O:17][C:18]([CH3:19])([CH3:20])[CH3:21])=[O:22])[CH2:2][CH2:3][CH2:4][CH2:5][CH2:6]1. Starting materials: [BH3-]C#N, C1CCOC1, COC(OC)c1ccc(N2CC(CN=[N+]=[N-])OC2=O)cc1F, [Na+], c1ccc(P(c2ccccc2)c2ccccc2)cc1. Yields the product COC(OC)c1ccc(N2CC(CN)OC2=O)cc1F. Reaction SMILES: [C:42]([BH3-:43])#[N:44].[CH2:46]1[O:47][CH2:48][CH2:49][CH2:50]1.[N:20](=[N+:21]=[N-:22])[CH2:23][CH:24]1[CH2:25][N:26]([c:30]2[cH:31][c:32]([F:41])[c:33]([CH:36]([O:37][CH3:38])[O:39][CH3:40])[cH:34][cH:35]2)[C:27](=[O:29])[O:28]1.[Na+:45].[c:1]1([P:2]([c:3]2[cH:4][cH:5][cH:6][cH:7][cH:8]2)[c:9]2[cH:10][cH:11][cH:12][cH:13][cH:14]2)[cH:15][cH:16][cH:17][cH:18][cH:19]1>>[NH2:20][CH2:23][CH:24]1[CH2:25][N:26]([c:30]2[cH:31][c:32]([F:41])[c:33]([CH:36]([O:37][CH3:38])[O:39][CH3:40])[cH:34][cH:35]2)[C:27](=[O:29])[O:28]1. The reactants are CCCCCC(O)CCC1CC2OCCOC2C1CCCCCCC(=O)OCC, ClCCl, O=[Cr](=O)=O, c1ccncc1. Yields the product CCCCCC(=O)CCC1CC2OCCOC2C1CCCCCCC(=O)OCC. RXN SMILES: [CH2:11]1[O:12][CH:13]2[CH:14]([CH2:15][CH2:16][CH2:17][CH2:18][CH2:19][CH2:20][C:21](=[O:22])[O:23][CH2:24][CH3:25])[CH:26]([CH2:31][CH2:32][CH:33]([CH2:34][CH2:35][CH2:36][CH2:37][CH3:38])[OH:39])[CH2:27][CH:28]2[O:29][CH2:30]1.[CH2:40]([Cl:41])[Cl:42].[O:7]=[Cr:8](=[O:9])=[O:10].[cH:1]1[cH:2][cH:3][n:4][cH:5][cH:6]1>>[CH2:11]1[O:12][CH:13]2[CH:14]([CH2:15][CH2:16][CH2:17][CH2:18][CH2:19][CH2:20][C:21](=[O:22])[O:23][CH2:24][CH3:25])[CH:26]([CH2:31][CH2:32][C:33]([CH2:34][CH2:35][CH2:36][CH2:37][CH3:38])=[O:39])[CH2:27][CH:28]2[O:29][CH2:30]1. Reactants: ClC1=NC=CC(=C1)C1=NN(C2=C1C(=NC=C2)OC2CCOCC2)C(C2=CC=CC=C2)(C2=CC=CC=C2)C2=CC=CC=C2 (3-(2-chloropyridin-4-yl)-4-(tetrahydro-2H-pyran-4-yloxy)-1-trityl-1H-pyrazolo[4,3-c]pyridine), Cl.C12COCC(CC1)N2 (3-oxa-8-azabicyclo[3.2.1]octane hydrochloride). As a reaction SMILES: Cl[C:2]1[CH:7]=[C:6]([C:8]2[C:12]3[C:13]([O:17][CH:18]4[CH2:23][CH2:22][O:21][CH2:20][CH2:19]4)=[N:14][CH:15]=[CH:16][C:11]=3[N:10](C(C3C=CC=CC=3)(C3C=CC=CC=3)C3C=CC=CC=3)[N:9]=2)[CH:5]=[CH:4][N:3]=1.Cl.[CH:44]12[NH:51][CH:48]([CH2:49][CH2:50]1)[CH2:47][O:46][CH2:45]2>>[O:21]1[CH2:20][CH2:19][CH:18]([O:17][C:13]2[C:12]3[C:8]([C:6]4[CH:5]=[CH:4][N:3]=[C:2]([N:51]5[CH:44]6[CH2:50][CH2:49][CH:48]5[CH2:47][O:46][CH2:45]6)[CH:7]=4)=[N:9][NH:10][C:11]=3[CH:16]=[CH:15][N:14]=2)[CH2:23][CH2:22]1 |f:1.2|. Procedure: Prepared according to the procedure described in Example 111, by reacting 3-(2-chloropyridin-4-yl)-4-(tetrahydro-2H-pyran-4-yloxy)-1-trityl-1H-pyrazolo[4,3-c]pyridine with 3-oxa-8-azabicyclo[3.2.1]octane hydrochloride for 100 minutes in Step 1 to give the title compound (14.2 mg, 24% over two steps). LC-MS (Method G): m/z=408.1 [M+H]+; 3.32 min. 1H-NMR (400 MHz, DMSO): δ 13.40 (s, 1H), 8.19 (d, J=4.3, 1H), 7.90 (d, J=5.7, 1H), 7.28 (s, 1H), 7.24-7.13 (m, 2H), 5.54-5.45 (m, 1H), 4.51 (s, 2H), 3.8... Product: O1CCC(CC1)OC1=NC=CC2=C1C(=NN2)C2=CC(=NC=C2)N2C1COCC2CC1 (8-(4-(4-(Tetrahydro-2H-pyran-4-yloxy)-1H-pyrazolo[4,3-c]pyridin-3-yl)pyridin-2-yl)-3-oxa-8-azabicyclo[3.2.1]octane). Yield: 24.0%.